From a dataset of the Open Reaction Database (ORD), a public repository of structured organic reaction records. describe an organic reaction: reactants, conditions, products, and yield The reactants are OC1=C(C(=O)O)C=CC=C1C (2-Hydroxy-3-methylbenzoic acid), ON1N=NC2=C1C=CC=C2 (1-hydroxybenzotriazole), Cl.CN(CCCN=C=NCC)C (1-(3-dimethylaminopropyl)-3-ethylcarbodiimide hydrochloride), Cl.NCC1=CC=C(CNC(C2=C(N=CC(=C2)F)OC2=CC=C(C=C2)F)=O)C=C1 (N-(4-aminomethyl-benzyl)-5-fluoro-2-(4-fluoro-phenoxy)-nicotinamide hydrochloride), CN1CCOCC1 (N-methyl morpholine). Solvent: CN(C=O)C (N,N-dimethylformamide). The product is FC1=CC=C(OC2=C(C(=O)NCC3=CC=C(C=C3)CNC(C3=C(C(=CC=C3)C)O)=O)C=CC=N2)C=C1 (2-(4-fluoro-phenoxy)-N-{4-[(2-hydroxy-3-methyl-benzoylamino)-methyl]-benzyl}-nicotinamide). The yield is 21.3%. Reaction SMILES: [OH:1][C:2]1[C:10]([CH3:11])=[CH:9][CH:8]=[CH:7][C:3]=1[C:4]([OH:6])=O.ON1C2C=CC=CC=2N=N1.Cl.CN(C)CCCN=C=NCC.Cl.[NH2:35][CH2:36][C:37]1[CH:61]=[CH:60][C:40]([CH2:41][NH:42][C:43](=[O:59])[C:44]2[CH:49]=[C:48](F)[CH:47]=[N:46][C:45]=2[O:51][C:52]2[CH:57]=[CH:56][C:55]([F:58])=[CH:54][CH:53]=2)=[CH:39][CH:38]=1.CN1CCOCC1>CN(C)C=O>[F:58][C:55]1[CH:54]=[CH:53][C:52]([O:51][C:45]2[N:46]=[CH:47][CH:48]=[CH:49][C:44]=2[C:43]([NH:42][CH2:41][C:40]2[CH:60]=[CH:61][C:37]([CH2:36][NH:35][C:4](=[O:6])[C:3]3[CH:7]=[CH:8][CH:9]=[C:10]([CH3:11])[C:2]=3[OH:1])=[CH:38][CH:39]=2)=[O:59])=[CH:57][CH:56]=1 |f:2.3,4.5|. Procedure details: A solution of 2-Hydroxy-3-methylbenzoic acid (118 mg, 0.773 mmol), 1-hydroxybenzotriazole (157 mg, 1.16 mmol), 1-(3-dimethylaminopropyl)-3-ethylcarbodiimide hydrochloride (193 mg, 1.01 mmol), N-(4-aminomethyl-benzyl)-5-fluoro-2-(4-fluoro-phenoxy)-nicotinamide hydrochloride (300 mg, 0.773 mmol) (see Preparation 3) and N-methyl morpholine (0.17 ml, 1.55 mmol) in N,N-dimethylformamide (6 ml) was stirred under nitrogen at room temperature for 18 hours. The mixture was then partitioned between ethyl ...